The task is: describe an organic reaction: reactants, conditions, products, and yield. This data is from the Open Reaction Database (ORD), a public repository of structured organic reaction records. The reactants are Cl.C(CC)N(CCCCN(C)CC1=CC=C(CN)C=C1)CCC (4-[(4-dipropylaminobutyl)methylamino]methylbenzylamine hydrochloride), [OH-].[Na+] (sodium hydroxide). Solvent: O (water). Reported procedure: 14.5 g of the 4-[(4-dipropylaminobutyl)methylamino]methylbenzylamine hydrochloride (13a) obtained was dissolved in 73 ml of water. After the addition of 146 ml of a 1N sodium hydroxide aqueous solution, the product was extracted with 200 ml of hexane, followed by 100 ml of hexane. The organic layer was washed with 100 ml of water, dried over anhydrous sodium sulfate, and concentrated under reduced pressure, thereby obtaining 10.1 g of 4-[(4-dipropylaminobutyl)methylamino]methylbenzylamine (13) a... As a reaction SMILES: Cl.[CH2:2]([N:5]([CH2:21][CH2:22][CH3:23])[CH2:6][CH2:7][CH2:8][CH2:9][N:10]([CH2:12][C:13]1[CH:20]=[CH:19][C:16]([CH2:17][NH2:18])=[CH:15][CH:14]=1)[CH3:11])[CH2:3][CH3:4].[OH-].[Na+]>O>[CH2:21]([N:5]([CH2:2][CH2:3][CH3:4])[CH2:6][CH2:7][CH2:8][CH2:9][N:10]([CH2:12][C:13]1[CH:14]=[CH:15][C:16]([CH2:17][NH2:18])=[CH:19][CH:20]=1)[CH3:11])[CH2:22][CH3:23] |f:0.1,2.3|. Product: C(CC)N(CCCCN(C)CC1=CC=C(CN)C=C1)CCC (4-[(4-dipropylaminobutyl)methylamino]methylbenzylamine). The yield is 78.0%. Reactants: CCOC(=O)C (EtOAc), CN1CCOCC1 (4-methylmorpholine), FC(C1=C(C=CC=C1)N=C=O)(F)F (2-trifluoromethylphenyl isocyanate), Br.NCC(=O)N[C@@H]1[C@@H](CCCC1)NC(C1=CC=C(C=C1)S(=O)(=O)N)=O (N-(cis)-{2-[(aminoacetyl)amino]cyclohexyl}-4-(aminosulfonyl)benzamide hydrogen bromide). Run in CN(C)C=O (DMF). Conditions: time 8 hour. Product: NS(=O)(=O)C1=CC=C(C(=O)N[C@H]2[C@H](CCCC2)NC(CNC(=O)NC2=C(C=CC=C2)C(F)(F)F)=O)C=C1 (4-(Aminosulfonyl)-N-((cis)-2-{[({[2-(trifluoromethyl)anilino]carbonyl}amino)acetyl]amino}cyclohexyl)benzamide). As a reaction SMILES: Br.[NH2:2][CH2:3][C:4]([NH:6][C@H:7]1[CH2:12][CH2:11][CH2:10][CH2:9][C@H:8]1[NH:13][C:14](=[O:25])[C:15]1[CH:20]=[CH:19][C:18]([S:21]([NH2:24])(=[O:23])=[O:22])=[CH:17][CH:16]=1)=[O:5].CN1CCOCC1.[F:33][C:34]([F:45])([F:44])[C:35]1[CH:40]=[CH:39][CH:38]=[CH:37][C:36]=1[N:41]=[C:42]=[O:43].CCOC(C)=O>CN(C=O)C>[NH2:24][S:21]([C:18]1[CH:17]=[CH:16][C:15]([C:14]([NH:13][C@@H:8]2[CH2:9][CH2:10][CH2:11][CH2:12][C@@H:7]2[NH:6][C:4](=[O:5])[CH2:3][NH:2][C:42]([NH:41][C:36]2[CH:37]=[CH:38][CH:39]=[CH:40][C:35]=2[C:34]([F:33])([F:44])[F:45])=[O:43])=[O:25])=[CH:20][CH:19]=1)(=[O:23])=[O:22] |f:0.1|. Procedure details: N-(cis)-{2-[(aminoacetyl)amino]cyclohexyl}-4-(aminosulfonyl)benzamide hydrogen bromide, (61b), (100 mg) was dissolved in DMF (3 mL) prior to the addition of 4-methylmorpholine (0.13 mL) and 2-trifluoromethylphenyl isocyanate (0.05 mL). After stirring overnight, EtOAc was added and the solution was washed with 1N HCl. The EtOAc was dried, filtered, and concentrated. Reverse phase HPLC purification (gradient elution, water/acetonitrile/TFA) of the resulting residue provided the title benzamide (50...